Task: describe an organic reaction: reactants, conditions, products, and yield. Dataset: the Open Reaction Database (ORD), a public repository of structured organic reaction records Starting materials: Br.CN1C(N(C(C2=CC(=CC=C12)C)=O)C1CCNCC1)=O (1,2,3,4-tetrahydro-1,6-dimethyl-2,4-dioxo-3-(4-piperidinyl)quinazoline hydrobromide), Br.CN1C(N(C(C2=CC(=CC=C12)C)=O)C1CCNCC1)=O (1,2,3,4-tetrahydro-1,6-dimethyl-2,4-dioxo-3-(4-piperidinyl)quinazoline hydrobromide), C(C1=CC=CC=C1)OC=1C=C2C(=NC=NC2=CC1OCC1=CC=CC=C1)Cl (6,7-dibenzyloxy-4-chloroquinazoline). Product: C(C1=CC=CC=C1)OC=1C=C2C(=NC=NC2=CC1OCC1=CC=CC=C1)N1CCC(CC1)N1C(N(C2=CC=C(C=C2C1=O)C)C)=O (3-[1-(6,7-Dibenzyloxy-4-quinazolinyl)-4-piperidinyl]-1,2,3,4-tetrahydro-1,6-dimethyl-2,4-dioxoquinazoline). Isolated yield 54.0%. RXN SMILES: Br.[CH3:2][N:3]1[C:12]2[C:7](=[CH:8][C:9]([CH3:13])=[CH:10][CH:11]=2)[C:6](=[O:14])[N:5]([CH:15]2[CH2:20][CH2:19][NH:18][CH2:17][CH2:16]2)[C:4]1=[O:21].[CH2:22]([O:29][C:30]1[CH:31]=[C:32]2[C:37](=[CH:38][C:39]=1[O:40][CH2:41][C:42]1[CH:47]=[CH:46][CH:45]=[CH:44][CH:43]=1)[N:36]=[CH:35][N:34]=[C:33]2Cl)[C:23]1[CH:28]=[CH:27][CH:26]=[CH:25][CH:24]=1>>[CH2:22]([O:29][C:30]1[CH:31]=[C:32]2[C:37](=[CH:38][C:39]=1[O:40][CH2:41][C:42]1[CH:47]=[CH:46][CH:45]=[CH:44][CH:43]=1)[N:36]=[CH:35][N:34]=[C:33]2[N:18]1[CH2:19][CH2:20][CH:15]([N:5]2[C:6](=[O:14])[C:7]3[C:12](=[CH:11][CH:10]=[C:9]([CH3:13])[CH:8]=3)[N:3]([CH3:2])[C:4]2=[O:21])[CH2:16][CH2:17]1)[C:23]1[CH:24]=[CH:25][CH:26]=[CH:27][CH:28]=1 |f:0.1|. Procedure: The procedure similar to that described in Example 61 was repeated, except that 836.0 mg (2.36 mmol) of 1,2,3,4-tetrahydro-1,6-dimethyl-2,4-dioxo-3-(4-piperidinyl)-quinazoline hydrobromide (Compound v) obtained in Example 41 was used and 6,7-dibenzyloxy-4-chloroquinazoline was used in place of 4-chloro-6,7-dimethoxyquinazoline. As a result, 786.3 mg (yield: 54%) of Compound 88 was obtained as white crystals. Reactants: O=S(=O)(Cl)c1cnc(Cl)c(Br)c1, CN1CCNCC1. Yields the product CN1CCN(S(=O)(=O)c2cnc(Cl)c(Br)c2)CC1. RXN SMILES: [Br:8][c:9]1[cH:10][c:11]([S:16](=[O:17])(=[O:18])[Cl:19])[cH:12][n:13][c:14]1[Cl:15].[CH3:1][N:2]1[CH2:3][CH2:4][NH:5][CH2:6][CH2:7]1>>[CH3:1][N:2]1[CH2:3][CH2:4][N:5]([S:16]([c:11]2[cH:10][c:9]([Br:8])[c:14]([Cl:15])[n:13][cH:12]2)(=[O:17])=[O:18])[CH2:6][CH2:7]1. Reactants: COC(=O)Cl, Cc1ccnc(Nc2ncc(Sc3ccnc(C(=O)NCC4(c5ccncc5)CCNCC4)c3F)s2)c1. Yields the product COC(=O)N1CCC(CNC(=O)c2nccc(Sc3cnc(Nc4cc(C)ccn4)s3)c2F)(c2ccncc2)CC1. As a reaction SMILES: [Cl:38][C:39](=[O:40])[O:41][CH3:42].[F:1][c:2]1[c:3]([C:22](=[O:23])[NH:24][CH2:25][C:26]2([c:32]3[cH:33][cH:34][n:35][cH:36][cH:37]3)[CH2:27][CH2:28][NH:29][CH2:30][CH2:31]2)[n:4][cH:5][cH:6][c:7]1[S:8][c:9]1[cH:10][n:11][c:12]([NH:14][c:15]2[n:16][cH:17][cH:18][c:19]([CH3:21])[cH:20]2)[s:13]1>>[F:1][c:2]1[c:3]([C:22](=[O:23])[NH:24][CH2:25][C:26]2([c:32]3[cH:33][cH:34][n:35][cH:36][cH:37]3)[CH2:27][CH2:28][N:29]([C:39](=[O:40])[O:41][CH3:42])[CH2:30][CH2:31]2)[n:4][cH:5][cH:6][c:7]1[S:8][c:9]1[cH:10][n:11][c:12]([NH:14][c:15]2[n:16][cH:17][cH:18][c:19]([CH3:21])[cH:20]2)[s:13]1. Starting materials: BrC=1C=C(C=CC1)C1=NC(=C2C=NC(=NN21)NC2=CC(=C(C(=C2)OC)OC)OC)C (7-(3-bromophenyl)-5-methyl-N-(3,4,5-trimethoxyphenyl)-imidazo[5,1-f][1,2,4]triazin-2-amine), N1(C=NC=C1)C1=CC=C(N)C=C1 (4-(1H-imidazol-1-yl)aniline), C(C)(C)(C)P(C1=C(C=CC=C1)C1=CC=CC=C1)C(C)(C)C (2-(dit-butylphosphino)biphenyl), Tris(dibenzylidineacetone)-dipalladium (0), CC(C)([O-])C.[Na+] (sodium t-butoxide). Reaction SMILES: Br[C:2]1[CH:3]=[C:4]([C:8]2[N:16]3[C:11]([CH:12]=[N:13][C:14]([NH:17][C:18]4[CH:23]=[C:22]([O:24][CH3:25])[C:21]([O:26][CH3:27])=[C:20]([O:28][CH3:29])[CH:19]=4)=[N:15]3)=[C:10]([CH3:30])[N:9]=2)[CH:5]=[CH:6][CH:7]=1.[N:31]1([C:36]2[CH:42]=[CH:41][C:39]([NH2:40])=[CH:38][CH:37]=2)[CH:35]=[CH:34][N:33]=[CH:32]1.C(P(C(C)(C)C)C1C=CC=CC=1C1C=CC=CC=1)(C)(C)C.CC(C)([O-])C.[Na+]>O1CCOCC1>[N:31]1([C:36]2[CH:42]=[CH:41][C:39]([NH:40][C:2]3[CH:3]=[C:4]([C:8]4[N:16]5[C:11]([CH:12]=[N:13][C:14]([NH:17][C:18]6[CH:23]=[C:22]([O:24][CH3:25])[C:21]([O:26][CH3:27])=[C:20]([O:28][CH3:29])[CH:19]=6)=[N:15]5)=[C:10]([CH3:30])[N:9]=4)[CH:5]=[CH:6][CH:7]=3)=[CH:38][CH:37]=2)[CH:35]=[CH:34][N:33]=[CH:32]1 |f:3.4|. The product is N1(C=NC=C1)C1=CC=C(C=C1)NC=1C=C(C=CC1)C1=NC(=C2C=NC(=NN21)NC2=CC(=C(C(=C2)OC)OC)OC)C (7-(3-{[4-(1H-imidazol-1-yl)phenyl]amino}phenyl)-5-methyl-N-(3,4,5-trimethoxyphenyl)-imidazo[5,1-f][1,2,4]triazin-2-amine). The solvent is O1CCOCC1 (1,4-dioxane). Isolated yield 27.0%. Reported procedure: In a similar manner as described in Example 63, a mixture of 7-(3-bromophenyl)-5-methyl-N-(3,4,5-trimethoxyphenyl)imidazo[5,1-f][1,2,4]triazin-2-amine (Example 9) (40 mg, 0.085 mmol), 4-(1H-imidazol-1-yl)aniline (13.5 mg, 0.085 mmol), 2-(dit-butylphosphino)biphenyl (15.2 mg, 0.051 mmol), Tris(dibenzylidineacetone)-dipalladium (0) (15.6 mg, 0.017 mmol) and sodium t-butoxide (13.1 mg, 0.136 mmol) in 1,4-dioxane (1.5 mL) gave 7-(3-{[4-(1H-imidazol-1-yl)phenyl]amino}phenyl)-5-methyl-N-(3,4,5-trimeth... Run in CS(=O)C (dimethylsulfoxide). RXN SMILES: Cl[C:2]1[C:10]([C:11]2[CH:16]=[CH:15][C:14]([Cl:17])=[CH:13][CH:12]=2)=[CH:9][C:5]([C:6]([OH:8])=[O:7])=[CH:4][N:3]=1.[OH:18][CH2:19][CH:20]1[CH2:22][CH2:21]1.[OH-].[K+].C(O)(=O)CC(CC(O)=O)(C(O)=O)O>CS(C)=O>[Cl:17][C:14]1[CH:15]=[CH:16][C:11]([C:10]2[C:2]([O:18][CH2:19][CH:20]3[CH2:22][CH2:21]3)=[N:3][CH:4]=[C:5]([CH:9]=2)[C:6]([OH:8])=[O:7])=[CH:12][CH:13]=1 |f:2.3|. Run at time 30 minute. The product is ClC1=CC=C(C=C1)C=1C(=NC=C(C(=O)O)C1)OCC1CC1 (5-(4-Chloro-phenyl)-6-cyclopropylmethoxy-nicotinic Acid). Procedure: 6-Chloro-5-(4-chloro-phenyl)-nicotinic acid (22.3 g, 0.083 mol) was dissolved in dimethylsulfoxide (130 mL). To this solution was added (hydroxymethyl)cyclopropane (10.1 g, 0.125 mol) and potassium hydroxide powder (18.7 g, 0.333 mol). This mixture was reacted (in ten portions) for 20 min in a microwave at 100° C. The reaction mixture was poured into ice-water (500 mL) and citric acid (10%, 3000 mL) was added with stirring. Stirring was continued for 30 min during which time the product precipit... Reactants: ClC1=NC=C(C(=O)O)C=C1C1=CC=C(C=C1)Cl (6-Chloro-5-(4-chloro-phenyl)-nicotinic acid), ice water, C(CC(O)(C(=O)O)CC(=O)O)(=O)O (citric acid), OCC1CC1 ((hydroxymethyl)cyclopropane), [OH-].[K+] (potassium hydroxide).